This data is from the Open Reaction Database (ORD), a public repository of structured organic reaction records. The task is: describe an organic reaction: reactants, conditions, products, and yield Run at time 4 hour. Reaction SMILES: Cl[CH2:2][C:3]([N:5]1[CH2:8][CH2:7][CH2:6]1)=[O:4].[S-:9][C:10]#[N:11].[K+]>C(O)C>[S:9]([CH2:2][C:3]([N:5]1[CH2:8][CH2:7][CH2:6]1)=[O:4])[C:10]#[N:11] |f:1.2|. Procedure details: 1-(α-Chloroacetyl) azetidine (13 grams; 0.1 mol), potassium thiocyanate (18 grams; 0.18 mol) and ethanol (100 ml) are charged into a glass reaction flask equipped with stirrer and reflux condenser. The reaction mixture is then heated at reflux, with stirring, for a period of about 4 hours. After this time the reaction mixture is cooled and filtered. The filtrate is then stripped of ethanol leaving a residue. The residue is extracted twice with hot benzene and the two benzene extracts are combine... Solvent: C(C)O (ethanol). Product: S(C#N)CC(=O)N1CCC1 (1-(α-thiocyanoacetyl) azetidine). The reactants are ClCC(=O)N1CCC1 (1-(α-Chloroacetyl) azetidine), [S-]C#N.[K+] (potassium thiocyanate). Reactants: Cl.FC1=CC=C2C(=NNC2=C1)C1CCN(CC1)CCN1C(C=2C(C1=O)=CC=CC2)=O (N-[2-[4-(6-fluoro-1H-indazol-3-yl)-1-piperidinyl]ethyl]phthalimide hydrochloride), [H-].[Al+3].[Li+].[H-].[H-].[H-] (lithium aluminum hydride), solution, CO (methanol), C(\C=C/C(=O)O)(=O)O (maleic acid). Product: dimaleate, C(\C=C/C(=O)O)(=O)O.C(\C=C/C(=O)O)(=O)O.FC1=CC=C2C(=NNC2=C1)C1CCN(CC1)CCN1CC2=CC=CC=C2C1 (4-(6-Fluoro-1H-indazol-3-yl)-1-[2-(2,3-dihydro-1H-isoindol-2-yl)ethyl]piperidine dimaleate). Solvent: C1CCOC1 (THF), C1CCOC1 (THF). RXN SMILES: Cl.[F:2][C:3]1[CH:11]=[C:10]2[C:6]([C:7]([CH:12]3[CH2:17][CH2:16][N:15]([CH2:18][CH2:19][N:20]4[C:24](=O)[C:23]5=[CH:26][CH:27]=[CH:28][CH:29]=[C:22]5[C:21]4=O)[CH2:14][CH2:13]3)=[N:8][NH:9]2)=[CH:5][CH:4]=1.[H-].[Al+3].[Li+].[H-].[H-].[H-].CO.[C:39]([OH:46])(=[O:45])/[CH:40]=[CH:41]\[C:42]([OH:44])=[O:43]>C1COCC1>[C:39]([OH:46])(=[O:45])/[CH:40]=[CH:41]\[C:42]([OH:44])=[O:43].[C:39]([OH:46])(=[O:45])/[CH:40]=[CH:41]\[C:42]([OH:44])=[O:43].[F:2][C:3]1[CH:11]=[C:10]2[C:6]([C:7]([CH:12]3[CH2:17][CH2:16][N:15]([CH2:18][CH2:19][N:20]4[CH2:24][C:23]5[C:22](=[CH:29][CH:28]=[CH:27][CH:26]=5)[CH2:21]4)[CH2:14][CH2:13]3)=[N:8][NH:9]2)=[CH:5][CH:4]=1 |f:0.1,2.3.4.5.6.7,11.12.13|. Procedure: To a solution of N-[2-[4-(6-fluoro-1H-indazol-3-yl)-1-piperidinyl]ethyl]phthalimide hydrochloride (Example 183) (3.1 g, 7.91 mmol) in THF (100 ml) was added lithium aluminum hydride (16.6 ml of a 1.0 M solution in THF, 16.6 mmol) at room temperature, under nitrogen. The reaction mixture was warmed to reflux for 6.5 hours and cooled to room temperature. The reaction was quenched with water (1.5 ml, dropwise) and the precipitated salts were removed via filtration. The solids were washed with DCM a...